This data is from the Open Reaction Database (ORD), a public repository of structured organic reaction records. The task is: describe an organic reaction: reactants, conditions, products, and yield Reactants: CC(C)(C)NS(=O)(=O)C1=C(C=CC=C1)SC (N-(1,1-dimethylethyl)-2-(methylthio)benzenesulfonamide), C(CCC)[Li] (n-butyllithium), IC1=CC=CC=C1 (iodobenzene), [OH-].[NH4+] (ammonium hydroxide), cuprous iodide. Solvent: O1CCCC1 (tetrahydrofuran), hexanes, C(C)(=O)O (Acetic acid), C(C)(=O)OCC (ethyl acetate). Reaction conditions: time 1 hour. Product: CC(C)(C)NS(=O)(=O)C1=C(C=CC=C1C1=CC=CC=C1)SC (N-(1,1-Dimethylethyl)-2-(methylthio)-6-phenylbenzenesulfonamide). Yield: 68.4%. RXN SMILES: [CH3:1][C:2]([NH:5][S:6]([C:9]1[CH:14]=[CH:13][CH:12]=[CH:11][C:10]=1[S:15][CH3:16])(=[O:8])=[O:7])([CH3:4])[CH3:3].C([Li])CCC.I[C:23]1[CH:28]=[CH:27][CH:26]=[CH:25][CH:24]=1.[OH-].[NH4+]>O1CCCC1.C(OCC)(=O)C.C(O)(=O)C>[CH3:4][C:2]([NH:5][S:6]([C:9]1[C:14]([C:23]2[CH:28]=[CH:27][CH:26]=[CH:25][CH:24]=2)=[CH:13][CH:12]=[CH:11][C:10]=1[S:15][CH3:16])(=[O:7])=[O:8])([CH3:1])[CH3:3] |f:3.4|. Procedure details: A solution of 11.3 g (0.0436 mol) N-(1,1-dimethylethyl)-2-(methylthio)benzenesulfonamide in 300 ml tetrahydrofuran (THF) was treated with 60.5 ml (0.096 mol) 2M n-butyllithium in hexanes at -30° under a nitrogen atmosphere. The mixture was stirred for 1 hour at ambient temperature then recooled to -20° and treated with 8.3 g (0.0436 mol) of cuprous iodide (anhydrous). After 10 minutes at -15°, 4.9 ml (0.0438 mol) iodobenzene was added and the mixture was then heated to reflux overnight. Acetic a...